This data is from the Open Reaction Database (ORD), a public repository of structured organic reaction records. The task is: describe an organic reaction: reactants, conditions, products, and yield Starting materials: SC1=CC=CC=2N1C=CN2 (5-mercaptoimidazo[1,2-a]pyridine), C[O-].[Na+] (sodium methylate), CS(=O)(=O)NCCCOS(=O)(=O)C (3-methylsulfonylamino-1-methylsulfonyloxypropane). Solvent: C(C)O (ethanol). The product is CS(=O)(=O)NCCCSC1=CC=CC=2N1C=CN2 (5-[3-(methylsulfonylamino)propylthio]imidazo[1,2-a]pyridine). The yield is 47.0%. RXN SMILES: [SH:1][C:2]1[N:7]2[CH:8]=[CH:9][N:10]=[C:6]2[CH:5]=[CH:4][CH:3]=1.C[O-].[Na+].[CH3:14][S:15]([NH:18][CH2:19][CH2:20][CH2:21]OS(C)(=O)=O)(=[O:17])=[O:16]>C(O)C>[CH3:14][S:15]([NH:18][CH2:19][CH2:20][CH2:21][S:1][C:2]1[N:7]2[CH:8]=[CH:9][N:10]=[C:6]2[CH:5]=[CH:4][CH:3]=1)(=[O:17])=[O:16] |f:1.2|. Procedure: To a solution of 5-mercaptoimidazo[1,2-a]pyridine (1.50 g, 10 mmoles) and 4M sodium methylate (2.93 ml, 12 mmoles) in ethanol (50 ml) was added 3-methylsulfonylamino-1-methylsulfonyloxypropane (2.77 g, 12 mmoles) at room temperature and the mixture was heated under reflux for 16 hours. After cooling, the solvent was distilled off. The residue was dissolved in chloroform, washed with an aqueous saturated sodium bicarbonate solution and dried. After the solvent was distilled off, the residue was p...